This data is from the Open Reaction Database (ORD), a public repository of structured organic reaction records. The task is: describe an organic reaction: reactants, conditions, products, and yield Product: COCc1ccccc1OC(c1ccccc1)C1CN(C(=O)OC(C)(C)C)CCO1. Reaction SMILES: [C:1]([CH3:2])([CH3:3])([CH3:4])[O:5][C:6](=[O:7])[N:8]1[CH2:9][CH:10]([CH:14]([c:15]2[cH:16][cH:17][cH:18][cH:19][cH:20]2)[O:21][c:22]2[c:23]([CH2:28][OH:29])[cH:24][cH:25][cH:26][cH:27]2)[O:11][CH2:12][CH2:13]1.[CH2:34]1[O:35][CH2:36][CH2:37][CH2:38]1.[CH3:32][I:33].[H-:31].[Na+:30]>>[C:1]([CH3:2])([CH3:3])([CH3:4])[O:5][C:6](=[O:7])[N:8]1[CH2:9][CH:10]([CH:14]([c:15]2[cH:16][cH:17][cH:18][cH:19][cH:20]2)[O:21][c:22]2[c:23]([CH2:28][O:29][CH3:32])[cH:24][cH:25][cH:26][cH:27]2)[O:11][CH2:12][CH2:13]1. The reactants are CC(C)(C)OC(=O)N1CCOC(C(Oc2ccccc2CO)c2ccccc2)C1, C1CCOC1, CI, [H-], [Na+]. Starting materials: O=C1CCC(=O)N1Br, CC(C)=O, Cc1cc(-c2cc(-c3cc4ccccc4[nH]3)c(=O)[nH]n2)cc(C)c1O. The product is Cc1cc(-c2cc(-c3[nH]c4ccccc4c3Br)c(=O)[nH]n2)cc(C)c1O. RXN SMILES: [Br:26][N:27]1[C:28](=[O:29])[CH2:30][CH2:31][C:32]1=[O:33].[CH3:34][C:35](=[O:36])[CH3:37].[OH:1][c:2]1[c:3]([CH3:25])[cH:4][c:5](-[c:9]2[cH:10][c:11](-[c:16]3[nH:17][c:18]4[cH:19][cH:20][cH:21][cH:22][c:23]4[cH:24]3)[c:12](=[O:15])[nH:13][n:14]2)[cH:6][c:7]1[CH3:8]>>[OH:1][c:2]1[c:3]([CH3:25])[cH:4][c:5](-[c:9]2[cH:10][c:11](-[c:16]3[nH:17][c:18]4[cH:19][cH:20][cH:21][cH:22][c:23]4[c:24]3[Br:26])[c:12](=[O:15])[nH:13][n:14]2)[cH:6][c:7]1[CH3:8]. Yields the product N1C=CC2=C(C=CC=C12)N1CCN(CC1)C([C@@H](CC1=NC=CC=C1)NC=O)=O ((1R)-2-[4-(1H-indol-4-yl)piperazin-1-yl]-2-oxo-1-(pyridin-2-ylmethyl)ethylformamide). Reported procedure: A mixture of formic acid (0.9 mL; 24 mmol) and acetic anhydride (1.8 mL; 19.5 mmol) was stirred at 60° C. for 4 hours, then cooled to ambient temperature. The resulting mixed anhydride was added to a −10° C. solution of (1R)-2-[4-(1H-indol-4-yl)piperazin-1-yl]-2-oxo-1-(pyridin-2-ylmethyl)ethylamine (prepared in two steps from 4-piperazin-1-yl-1H-indole and (2R)-2-[(tert-butoxycarbonyl)amino]-3-pyridin-2-ylpropanoic acid according to the procedures outlined in examples 1 and 2) (1.07 g.; 3.0 mmol... Run at temperature 60 celsius, time 4 hour. Reaction SMILES: [CH:1](O)=[O:2].C(OC(=O)C)(=O)C.[NH:11]1[C:19]2[C:14](=[C:15]([N:20]3[CH2:25][CH2:24][N:23]([C:26](=[O:36])[C@H:27]([NH2:35])[CH2:28][C:29]4[CH:34]=[CH:33][CH:32]=[CH:31][N:30]=4)[CH2:22][CH2:21]3)[CH:16]=[CH:17][CH:18]=2)[CH:13]=[CH:12]1.N1(C2C=CC=C3C=2C=CN3)CCNCC1.C(OC(N[C@H](CC1C=CC=CN=1)C(O)=O)=O)(C)(C)C>C1COCC1.C(OCC)(=O)C>[NH:11]1[C:19]2[C:14](=[C:15]([N:20]3[CH2:25][CH2:24][N:23]([C:26](=[O:36])[C@H:27]([NH:35][CH:1]=[O:2])[CH2:28][C:29]4[CH:34]=[CH:33][CH:32]=[CH:31][N:30]=4)[CH2:22][CH2:21]3)[CH:16]=[CH:17][CH:18]=2)[CH:13]=[CH:12]1. Solvent: C(C)(=O)OCC (ethyl acetate), C1CCOC1 (THF). The reactants are N1(CCNCC1)C1=C2C=CNC2=CC=C1 (4-piperazin-1-yl-1H-indole), C(C)(C)(C)OC(=O)N[C@@H](C(=O)O)CC1=NC=CC=C1 ((2R)-2-[(tert-butoxycarbonyl)amino]-3-pyridin-2-ylpropanoic acid), N1C=CC2=C(C=CC=C12)N1CCN(CC1)C([C@@H](CC1=NC=CC=C1)N)=O ((1R)-2-[4-(1H-indol-4-yl)piperazin-1-yl]-2-oxo-1-(pyridin-2-ylmethyl)ethylamine), C(=O)O (formic acid), C(C)(=O)OC(C)=O (acetic anhydride), anhydride. Starting materials: BrC=1C=C2C=CNC2=CC1 (5-bromoindole), BrC=1C=C2C=C(NC2=CC1)C (5-bromo-2-methylindole). The product is BrC=1C=C2C=C(N(C2=CC1)C1=CC=CC=C1)C (5-bromo-2-methyl-1-phenyl-1H-indole). RXN SMILES: Br[C:2]1[CH:3]=[C:4]2[C:8](=[CH:9][CH:10]=1)NC=C2.[Br:11][C:12]1[CH:13]=[C:14]2[C:18](=[CH:19][CH:20]=1)[NH:17][C:16]([CH3:21])=[CH:15]2>>[Br:11][C:12]1[CH:13]=[C:14]2[C:18](=[CH:19][CH:20]=1)[N:17]([C:2]1[CH:3]=[CH:4][CH:8]=[CH:9][CH:10]=1)[C:16]([CH3:21])=[CH:15]2. Reported procedure: The same reaction was performed as in Reference Example 1 except for using, instead of the 5-bromoindole, 5-bromo-2-methylindole to afford the above-identified compound (4.2 g). Reactants: Cl.N[C@@H](CCC(=O)OCC)C(=O)OCC (diethyl L-glutamate hydrochloride), C(C(C)(C)C)(=O)NC=1N=C(C2=C(N1)N=CC(=C2)CCC2=CC=C(C(=O)O)C=C2)O (4-[2-(2-pivaloylamino-4-hydroxypyrido[2,3-d]pyrimidin-6-yl)ethyl]benzoic acid), C1(=CC=CC=C1)NP(OC1=CC=CC=C1)(=O)Cl (phenyl N-phenylphosphoramidochloridate), CN1CCOCC1 (N-methylmorpholine). Solvent: CN1C(CCC1)=O (N-methylpyrrolidone). Conditions: time 1 hour. The product is C(C(C)(C)C)(=O)NC=1N=C(C2=C(N1)N=CC(=C2)CCC2=CC=C(C(=O)N[C@@H](CCC(=O)OCC)C(=O)OCC)C=C2)O (diethyl N-(4-[2-(2-pivaloylamino-4-hydroxypyrido[2,3-d]pyrimidin-6-yl)ethyl]benzoyl)-L-glutamate). As a reaction SMILES: [C:1]([NH:7][C:8]1[N:9]=[C:10]([OH:29])[C:11]2[CH:17]=[C:16]([CH2:18][CH2:19][C:20]3[CH:28]=[CH:27][C:23]([C:24](O)=[O:25])=[CH:22][CH:21]=3)[CH:15]=[N:14][C:12]=2[N:13]=1)(=[O:6])[C:2]([CH3:5])([CH3:4])[CH3:3].C1(NP(Cl)(=O)OC2C=CC=CC=2)C=CC=CC=1.CN1CCOCC1.Cl.[NH2:55][C@H:56]([C:64]([O:66][CH2:67][CH3:68])=[O:65])[CH2:57][CH2:58][C:59]([O:61][CH2:62][CH3:63])=[O:60]>CN1CCCC1=O>[C:1]([NH:7][C:8]1[N:9]=[C:10]([OH:29])[C:11]2[CH:17]=[C:16]([CH2:18][CH2:19][C:20]3[CH:28]=[CH:27][C:23]([C:24]([NH:55][C@H:56]([C:64]([O:66][CH2:67][CH3:68])=[O:65])[CH2:57][CH2:58][C:59]([O:61][CH2:62][CH3:63])=[O:60])=[O:25])=[CH:22][CH:21]=3)[CH:15]=[N:14][C:12]=2[N:13]=1)(=[O:6])[C:2]([CH3:5])([CH3:4])[CH3:3] |f:3.4|. Procedure: A mixture of 0.19 g (1.0 eq) of 4-[2-(2-pivaloylamino-4-hydroxypyrido[2,3-d]pyrimidin-6-yl)ethyl]benzoic acid 0.19 g (1.5 eq) of phenyl N-phenylphosphoramidochloridate, 0.24 g (5.0 eq) of N-methylmorpholine, and 20 mL of N-methylpyrrolidone is stirred under nitrogen and at room temperature for one hour and 0.23 g (2.0 eq) of diethyl L-glutamate hydrochloride is added. The mixture is stirred for an additional 24 hours under nitrogen and the solvents then removed by evaporation. Chloroform is adde...